Task: describe an organic reaction: reactants, conditions, products, and yield. Dataset: the Open Reaction Database (ORD), a public repository of structured organic reaction records Product: CCCCCC(=CC=CC(=O)OC)c1ccc(F)cc1. RXN SMILES: [C:17](=[O:18])([O:19][CH3:20])[CH:21]=[P:22]([c:23]1[cH:24][cH:25][cH:26][cH:27][cH:28]1)([c:29]1[cH:30][cH:31][cH:32][cH:33][cH:34]1)[c:35]1[cH:36][cH:37][cH:38][cH:39][cH:40]1.[Cl:41][CH2:42][Cl:43].[F:1][c:2]1[cH:3][cH:4][c:5]([C:8](=[CH:9][CH:10]=[O:11])[CH2:12][CH2:13][CH2:14][CH2:15][CH3:16])[cH:6][cH:7]1>>[F:1][c:2]1[cH:3][cH:4][c:5]([C:8](=[CH:9][CH:10]=[CH:21][C:17](=[O:18])[O:19][CH3:20])[CH2:12][CH2:13][CH2:14][CH2:15][CH3:16])[cH:6][cH:7]1. Reactants: COC(=O)C=P(c1ccccc1)(c1ccccc1)c1ccccc1, ClCCl, CCCCCC(=CC=O)c1ccc(F)cc1.